From a dataset of the Open Reaction Database (ORD), a public repository of structured organic reaction records. describe an organic reaction: reactants, conditions, products, and yield The product is C(#N)C1(C2=C(C3=C(S1)C=CC=C3)C=CC=C2)C (6-cyano-6-methyl-6H-dibenzo[b,d]thiopyran). Reaction SMILES: [C:1]([CH:3]1[S:8][C:7]2[CH:9]=[CH:10][CH:11]=[CH:12][C:6]=2[C:5]2[CH:13]=[CH:14][CH:15]=[CH:16][C:4]1=2)#[N:2].[CH3:17]I.[H-].[Na+].O>CN(C)C=O>[C:1]([C:3]1([CH3:17])[S:8][C:7]2[CH:9]=[CH:10][CH:11]=[CH:12][C:6]=2[C:5]2[CH:13]=[CH:14][CH:15]=[CH:16][C:4]1=2)#[N:2] |f:2.3|. The yield is 75.0%. Solvent: CN(C=O)C (dimethylformamide). Starting materials: O (water), C(#N)C1C2=C(C3=C(S1)C=CC=C3)C=CC=C2 (6-cyano-6H-dibenzo[b,d]thiopyran), CI (CH3I), [H-].[Na+] (NaH). Reported procedure: To a stirred solution of 6-cyano-6H-dibenzo[b,d]thiopyran (4.5 g; 0.02 mol) and CH3I (28.4 g; 0.2 mol) in 100 ml of dimethylformamide, 50% NaH (1.5 g; 0.03 mol) was added in small portions. After 16 hours at room temperature the mixture was poured into water and extracted with diethyl ether. The organic phase was washed with water and dried over Na2SO4. Evaporation of the solvent gave 6-cyano-6-methyl-6H-dibenzo[b,d]thiopyran (3.58 g; 0.015 mol; yield 75%). Starting materials: COC(=O)C=Cc1ccc(C2CCCN2C(=O)OC(C)(C)C)cc1, CCO, [H][H]. Yields the product COC(=O)CCc1ccc(C2CCCN2C(=O)OC(C)(C)C)cc1. As a reaction SMILES: [C:1]([CH3:2])([CH3:3])([CH3:4])[O:5][C:6](=[O:7])[N:8]1[CH:9]([c:13]2[cH:14][cH:15][c:16]([CH:19]=[CH:20][C:21](=[O:22])[O:23][CH3:24])[cH:17][cH:18]2)[CH2:10][CH2:11][CH2:12]1.[CH3:27][CH2:28][OH:29].[H:25][H:26]>>[C:1]([CH3:2])([CH3:3])([CH3:4])[O:5][C:6](=[O:7])[N:8]1[CH:9]([c:13]2[cH:14][cH:15][c:16]([CH2:19][CH2:20][C:21](=[O:22])[O:23][CH3:24])[cH:17][cH:18]2)[CH2:10][CH2:11][CH2:12]1.